This data is from the Open Reaction Database (ORD), a public repository of structured organic reaction records. The task is: describe an organic reaction: reactants, conditions, products, and yield Reactants: C(CC)[Mg]Br.O1CCCC1 (n-propyl magnesium bromide tetrahydrofuran), FC(C1=NN2C(C(=CC=C2OC)C=O)=C1)(F)F (2-trifluoromethyl-4-formyl-7-methoxy-pyrazolo[1,5-a]pyridine), [Cl-].[NH4+] (ammonium chloride). Solvent: O1CCCC1 (tetrahydrofuran). Reaction conditions: temperature -40 celsius, time 3 hour. Yields the product OC(CCC)C=1C=2N(C(=CC1)OC)N=C(C2)C(F)(F)F (4-(1-hydroxybutyl)-7-methoxy-2-trifluoromethyl-pyrazolo[1,5-a]pyridine). As a reaction SMILES: [F:1][C:2]([F:17])([F:16])[C:3]1[CH:15]=[C:6]2[C:7]([CH:13]=[O:14])=[CH:8][CH:9]=[C:10]([O:11][CH3:12])[N:5]2[N:4]=1.[CH2:18]([Mg]Br)[CH2:19][CH3:20].O1CCCC1.[Cl-].[NH4+]>O1CCCC1>[OH:14][CH:13]([C:7]1[C:6]2[N:5]([N:4]=[C:3]([C:2]([F:1])([F:16])[F:17])[CH:15]=2)[C:10]([O:11][CH3:12])=[CH:9][CH:8]=1)[CH2:18][CH2:19][CH3:20] |f:1.2,3.4|. Procedure details: The compound of Example 115 (300 mg) was dissolved in tetrahydrofuran (12.0 mL) in an argon atmosphere. While this solution was kept at −78° C., 1.04 mol/L n-propyl magnesium bromide/tetrahydrofuran solution (1.40 mL) was added dropwise and the mixture was stirred for 3 hours as it was allowed to gradually warm to −40° C. Subsequently, a saturated aqueous solution of ammonium chloride was added and the mixture was extracted with ethyl acetate. The organic layer was washed sequentially with water... The reactants are C1(CCCCC1)C=1C=2C=CC(=CC2N2C1C1=C(C=C(C2)C(=O)N2CCC(CC2)N2CCOCC2)C=CC=C1)C(=O)O (13-cyclohexyl-6-[[4-(4-morpholinyl)-1-piperidinyl]carbonyl]-7H-indolo[2,1-a][2]benzazepine-10-carboxylic acid), C(C)(C)N(C(C)C)CC (N,N-diisopropylethylamine), C(C)(=O)O.NCC(=O)N(C)C (2-amino-N,N-dimethylacetamide monoacetate), Cl.CN(CCCN=C=NCC)C (N-(3-dimethylaminopropyl)-N′-ethylcarbodiimide hydrochloride), ON1N=NC2=C1C=CC=C2 (1-hydroxybenzotriazole). The solvent is C(Cl)Cl (CH2Cl2), C(Cl)Cl (CH2Cl2). Conditions: time 2 day. Yields the product C1(CCCCC1)C=1C=2C=CC(=CC2N2C1C1=C(C=C(C2)C(=O)N2CCC(CC2)N2CCOCC2)C=CC=C1)C(=O)NCC(=O)N(C)C (13-cyclohexyl-N-[2-(dimethylamino)-2-oxoethyl]-6-[[4-(4-morpholinyl)-1-piperidinyl]carbonyl]-7H-indolo[2,1-a][2]benzazepine-10-carboxamide). The yield is 49.3%. Reaction SMILES: [CH:1]1([C:7]2[C:8]3[CH:9]=[CH:10][C:11]([C:39]([OH:41])=O)=[CH:12][C:13]=3[N:14]3[CH2:20][C:19]([C:21]([N:23]4[CH2:28][CH2:27][CH:26]([N:29]5[CH2:34][CH2:33][O:32][CH2:31][CH2:30]5)[CH2:25][CH2:24]4)=[O:22])=[CH:18][C:17]4[CH:35]=[CH:36][CH:37]=[CH:38][C:16]=4[C:15]=23)[CH2:6][CH2:5][CH2:4][CH2:3][CH2:2]1.C(N(CC)C(C)C)(C)C.C(O)(=O)C.[NH2:55][CH2:56][C:57]([N:59]([CH3:61])[CH3:60])=[O:58].Cl.CN(C)CCCN=C=NCC.ON1C2C=CC=CC=2N=N1>C(Cl)Cl>[CH:1]1([C:7]2[C:8]3[CH:9]=[CH:10][C:11]([C:39]([NH:55][CH2:56][C:57]([N:59]([CH3:61])[CH3:60])=[O:58])=[O:41])=[CH:12][C:13]=3[N:14]3[CH2:20][C:19]([C:21]([N:23]4[CH2:24][CH2:25][CH:26]([N:29]5[CH2:34][CH2:33][O:32][CH2:31][CH2:30]5)[CH2:27][CH2:28]4)=[O:22])=[CH:18][C:17]4[CH:35]=[CH:36][CH:37]=[CH:38][C:16]=4[C:15]=23)[CH2:2][CH2:3][CH2:4][CH2:5][CH2:6]1 |f:2.3,4.5|. Reported procedure: To a stirred solution of 13-cyclohexyl-6-[[4-(4-morpholinyl)-1-piperidinyl]carbonyl]-7H-indolo[2,1-a][2]benzazepine-10-carboxylic acid (40 mg, 0.07 mmol) in CH2Cl2 (1.5 mL) were added N,N-diisopropylethylamine (60 μL, 0.34 mmol), 2-amino-N,N-dimethylacetamide monoacetate (16 mg, 0.1 mmol), N-(3-dimethylaminopropyl)-N′-ethylcarbodiimide hydrochloride (19 mg, 0.1 mmol), and 1-hydroxybenzotriazole (14 mg, 0.1 mmol). The suspension was allowed to stir at r.t. for 2 days, then diluted with CH2Cl2, fi... Starting materials: Br.BrC=1C=C2CC(CC2=CC1)N (5-bromo-2,3-dihydro-1H-inden-2-amine hydrobromide), CN1CCOCC1 (N-methylmorpholine), CC1([C@]2(C(C[C@@H]1CC2)=O)CS(=O)(=O)O)C (((1R,4S)-7,7-dimethyl-2-oxobicyclo[2.2.1]heptan-1-yl)methanesulfonic acid). Solvent: CO (methanol), CO (methanol). Reaction conditions: temperature 60 celsius, time 10 minute. Yields the product CC1([C@]2(C(C[C@@H]1CC2)=O)CS(=O)(=O)O)C.BrC=2C=C1C[C@H](CC1=CC2)N ((S)-5-bromo-2,3-dihydro-1H-inden-2-amine((1R,4S)-7,7-dimethyl-2-oxobicyclo[2.2.1]heptan-1-yl)methanesulfonate). Isolated yield 37.9%. As a reaction SMILES: Br.[Br:2][C:3]1[CH:4]=[C:5]2[C:9](=[CH:10][CH:11]=1)[CH2:8][CH:7]([NH2:12])[CH2:6]2.CN1CCOCC1.[CH3:20][C:21]1([CH3:34])[C@H:25]2[CH2:26][CH2:27][C@:22]1([CH2:29][S:30]([OH:33])(=[O:32])=[O:31])[C:23](=[O:28])[CH2:24]2>CO>[CH3:20][C:21]1([CH3:34])[C@H:25]2[CH2:26][CH2:27][C@:22]1([CH2:29][S:30]([OH:33])(=[O:32])=[O:31])[C:23](=[O:28])[CH2:24]2.[Br:2][C:3]1[CH:4]=[C:5]2[C:9](=[CH:10][CH:11]=1)[CH2:8][C@H:7]([NH2:12])[CH2:6]2 |f:0.1,5.6|. Procedure details: To a suspension of 5-bromo-2,3-dihydro-1H-inden-2-amine hydrobromide (107 mmol, 31.27 g) and N-methylmorpholine (112 mmol, 12.32 mL, 11.33 g) in methanol (66.6 mL) was heated to 58-62° C. and a solution of ((1R,4S)-7,7-dimethyl-2-oxobicyclo[2.2.1]heptan-1-yl)methanesulfonic acid (107 mmol, 24.79 g) in methanol (53.4 mL) was added over 3 min maintaining internal temp at 60-65° C. The addition funnel was rinsed with MeOH (13.3 mL) and rinsings added to reaction. The mixture was stirred at 60-65° C... Starting materials: CC(C)(C)[SiH2]OC(C)(C)c1cc(CO)cc([N+](=O)[O-])c1, CCO. The product is CC(C)(C)[SiH2]OC(C)(C)c1cc(N)cc(CO)c1. As a reaction SMILES: [C:1]([CH3:2])([CH3:3])([CH3:4])[SiH2:5][O:6][C:7]([c:8]1[cH:9][c:10]([CH2:17][OH:18])[cH:11][c:12]([N+:14]([O-:15])=[O:16])[cH:13]1)([CH3:19])[CH3:20].[CH3:21][CH2:22][OH:23]>>[C:1]([CH3:2])([CH3:3])([CH3:4])[SiH2:5][O:6][C:7]([c:8]1[cH:9][c:10]([CH2:17][OH:18])[cH:11][c:12]([NH2:14])[cH:13]1)([CH3:19])[CH3:20]. Starting materials: N1CCC(CC1)=O (4-piperidone), ClCCN1CCCCC1 (1-(2-chloroethyl)piperidine). Yields the product N1(CCCCC1)CCN1CCC(CC1)=O (1-(2-(1-Piperidinyl)ethyl)-4-piperidone). As a reaction SMILES: [NH:1]1[CH2:6][CH2:5][C:4](=[O:7])[CH2:3][CH2:2]1.Cl[CH2:9][CH2:10][N:11]1[CH2:16][CH2:15][CH2:14][CH2:13][CH2:12]1>>[N:11]1([CH2:10][CH2:9][N:1]2[CH2:6][CH2:5][C:4](=[O:7])[CH2:3][CH2:2]2)[CH2:16][CH2:15][CH2:14][CH2:13][CH2:12]1. Procedure details: 1-(2-(1-Piperidinyl)ethyl)-4-piperidone is prepared from 4-piperidone and 1-(2-chloroethyl)piperidine essentially as described above in Example 38, Scheme C, step a. The reactants are C1=CN(C=N1)C(=O)N2C=CN=C2 (N,N-carbonyldiimidazole), NCC1=C(CN)C=CC(=C1)[N+](=O)[O-] (2-aminomethyl-4-nitrobenzylamine), O (water). Run in C1CCOC1 (THF), O1CCCC1 (tetrahydrofuran). Reaction conditions: time 72 hour. Product: [N+](=O)([O-])C1=CC2=C(CNC(NC2)=O)C=C1 (7-nitro-1,2,4,5-tetrahydro-benzo(e)(1,3)diazepin-3-one). As a reaction SMILES: [NH2:1][CH2:2][C:3]1[CH:10]=[C:9]([N+:11]([O-:13])=[O:12])[CH:8]=[CH:7][C:4]=1[CH2:5][NH2:6].C1N=CN([C:19](N2C=NC=C2)=[O:20])C=1.O>O1CCCC1>[N+:11]([C:9]1[CH:8]=[CH:7][C:4]2[CH2:5][NH:6][C:19](=[O:20])[NH:1][CH2:2][C:3]=2[CH:10]=1)([O-:13])=[O:12]. Procedure: 2-aminomethyl-4-nitrobenzylamine (3.10 g, 17.1 mmol) was dissolved in tetrahydrofuran (300 mL) and a solution of N,N-carbonyldiimidazole (2.78 g, 17.1 mmol) in THF (40 mL) was added dropwise at room temperature over 30 minutes. The reaction was allowed to stir at room temperature for 72 hours. The solution was then poured over water (150 mL) and organics were extracted with ethyl acetate (3×100 mL). Combined organic extracts were dried over Na2SO4, filtered and reduced to afford 7-nitro-1,2,4,5-...